From a dataset of the Open Reaction Database (ORD), a public repository of structured organic reaction records. describe an organic reaction: reactants, conditions, products, and yield Yield: 75.2%. Reaction SMILES: [NH2:1][C:2]1[CH:7]=[CH:6][C:5]([F:8])=[CH:4][C:3]=1[NH2:9].C1(C)C=CC(S(O)(=O)=O)=CC=1.ClC(Cl)C.[F:25][C:26]([F:35])([F:34])[C:27](=O)[C:28](OCC)=[O:29]>ClCCl.CN(C)C=O.ClCCl.CCCCCC>[F:8][C:5]1[CH:4]=[C:3]2[C:2]([N:1]=[C:27]([C:26]([F:35])([F:34])[F:25])[C:28]([OH:29])=[N:9]2)=[CH:7][CH:6]=1 |f:4.5|. Reported procedure: To a pressure tube was added 1,2-diamino-4-fluorobenzene (5.0567 g, 40.1 mmol) and p-toluenesulfonic acid (7.63 g, 40.1 mmol) followed by dichloroethane (40.1 ml). The suspension was stirred for a few minutes and ethyl trifluoropyruvate (5.11 ml, 42.1 mmol) was added. The tube was capped and the suspension was stirred at 80° C. and the solid dissolved. The stiffing continued overnight and then the solution was cooled to rt, diluted with dichloromethane/dimethylformamide (4/1, 2×50 ml) and washed... Reactants: FC(C(C(=O)OCC)=O)(F)F (ethyl trifluoropyruvate), NC1=C(C=C(C=C1)F)N (1,2-diamino-4-fluorobenzene), C1(=CC=C(C=C1)S(=O)(=O)O)C (p-toluenesulfonic acid), ClC(C)Cl (dichloroethane). Run at time 8 hour. The product is FC1=CC=C2N=C(C(=NC2=C1)O)C(F)(F)F (7-fluoro-3-(trifluoromethyl)quinoxalin-2-ol). Run in ClCCl (dichloromethane), CCCCCC (hexane), ClCCl.CN(C=O)C (dichloromethane dimethylformamide).